From a dataset of the Open Reaction Database (ORD), a public repository of structured organic reaction records. describe an organic reaction: reactants, conditions, products, and yield The reactants are BrC=1SC(=CC1)C1=C(C=C(C=C1)[N+](=O)[O-])OC (2-bromo-5-(2-methoxy-4-nitrophenyl)thiophene), FC(C(=O)[O-])(F)F.[Na+] (sodium trifluoroacetate), C(Cl)Cl (Methylene chloride), Cl (hydrochloric acid). Reagents/catalysts: [Cu]I (copper(I)iodide). The solvent is CN(C(C)=O)C (N,N-dimethylacetamide). The product is COC1=C(C=CC(=C1)[N+](=O)[O-])C=1SC(=CC1)C(F)(F)F (2-(2-Methoxy-4-nitrophenyl)-5-trifluoromethylthiophene). The yield is 22.8%. Reaction SMILES: Br[C:2]1[S:3][C:4]([C:7]2[CH:12]=[CH:11][C:10]([N+:13]([O-:15])=[O:14])=[CH:9][C:8]=2[O:16][CH3:17])=[CH:5][CH:6]=1.[F:18][C:19]([F:24])([F:23])C([O-])=O.[Na+].Cl.C(Cl)Cl>CN(C)C(=O)C.[Cu]I>[CH3:17][O:16][C:8]1[CH:9]=[C:10]([N+:13]([O-:15])=[O:14])[CH:11]=[CH:12][C:7]=1[C:4]1[S:3][C:2]([C:19]([F:24])([F:23])[F:18])=[CH:6][CH:5]=1 |f:1.2|. Reported procedure: A stirred solution of 8.0 g (0.026 mole) of 2-bromo-5-(2-methoxy-4-nitrophenyl)thiophene, 13.9 g (0.1 mole) of sodium trifluoroacetate and 9.7 g (0.05 mole) of copper(I)iodide in 160 ml of dry N,N-dimethylacetamide was heated at 175° C. for four hours. The reaction mixture was cooled to room temperature then poured into 400 ml of 2N hydrochloric acid and ice (approximately 1:1). Methylene chloride was added and the resultant mixture filtered. The filtrate separated into two phases. The organic p... The reactants are COn1cc(C(=O)O)ccc1=O, CC(N)C(N)(c1ccc(F)cc1)c1ccnc(F)c1. Yields the product COn1cc(C2=NC(c3ccc(F)cc3)(c3ccnc(F)c3)C(C)N2)ccc1=O. RXN SMILES: [CH3:20][O:21][n:22]1[c:23](=[O:31])[cH:24][cH:25][c:26]([C:28]([OH:29])=[O:30])[cH:27]1.[F:1][c:2]1[cH:3][cH:4][c:5]([C:8]([CH:9]([CH3:10])[NH2:11])([NH2:12])[c:13]2[cH:14][c:15]([F:19])[n:16][cH:17][cH:18]2)[cH:6][cH:7]1>>[F:1][c:2]1[cH:3][cH:4][c:5]([C:8]2([c:13]3[cH:14][c:15]([F:19])[n:16][cH:17][cH:18]3)[CH:9]([CH3:10])[NH:11][C:28]([c:26]3[cH:25][cH:24][c:23](=[O:31])[n:22]([O:21][CH3:20])[cH:27]3)=[N:12]2)[cH:6][cH:7]1. Product: C(C)NC1=NC=CC(=C1)C=1N=C(NC1)S (4-(2-ethylamino-4-pyridyl)imidazole-2-thiol). RXN SMILES: [Na].[CH2:2]([NH:4][C:5]1[CH:10]=[C:9]([C:11](=[N:13]O)[CH3:12])[CH:8]=[CH:7][N:6]=1)[CH3:3].C1(C)C=CC(S(Cl)(=O)=O)=CC=1.[O-]CC.[K+].[S-:30][C:31]#[N:32].[K+].C(=O)([O-])[O-].[Na+].[Na+]>O.C(OCC)C.C(O)C>[CH2:2]([NH:4][C:5]1[CH:10]=[C:9]([C:11]2[N:13]=[C:31]([SH:30])[NH:32][CH:12]=2)[CH:8]=[CH:7][N:6]=1)[CH3:3] |f:3.4,5.6,7.8.9,^1:0|. The solvent is C(C)OCC (diethyl ether), C(C)O (ethanol), O (water). Procedure: To 20 ml. of absolute ethanol containing 240 mg. of dissolved sodium was added 1.79 g. (10 mmoles) of 1-(2-ethylamino-4-pyridyl)-1-ethanone oxime, and the mixture stirred until homogeneous (~5 minutes). p-Toluenesulfonyl chloride (2.04 g., 10.7 mmole) was added and the mixture stirred at room temperature under nitrogen for 1 hour. the mixture was added to a solution of potassium ethoxide (prepared by dissolving 430 mg. of potassium in 20 ml. of absolute ethanol) and the resulting mixture allowed... Starting materials: [Na] (sodium), [S-]C#N.[K+] (potassium thiocyanate), [O-]CC.[K+] (potassium ethoxide), C(C)NC1=NC=CC(=C1)C(C)=NO (1-(2-ethylamino-4-pyridyl)-1-ethanone oxime), C1(=CC=C(C=C1)S(=O)(=O)Cl)C (p-Toluenesulfonyl chloride), C([O-])([O-])=O.[Na+].[Na+] (sodium sodium carbonate). Reaction conditions: time 1 hour. Starting materials: [N-]=[N+]=[N-].[Na+] (sodium azide), S1C(CCC1)C(=O)Cl (2-tetrahydrothiophenecarboxylic acid chloride). Run in O (water), C(C)OCC (diethyl ether). Yields the product S1C(CCC1)C(=O)N=[N+]=[N-] (2-tetrahydrothiophenecarboxylic acid azide). Yield: 86.2%. RXN SMILES: [N-:1]=[N+:2]=[N-:3].[Na+].[S:5]1[CH2:9][CH2:8][CH2:7][CH:6]1[C:10](Cl)=[O:11]>O.C(OCC)C>[S:5]1[CH2:9][CH2:8][CH2:7][CH:6]1[C:10]([N:1]=[N+:2]=[N-:3])=[O:11] |f:0.1|. Procedure: A solution of sodium azide (4.14 g.) in water (16 ml.) was added dropwise to a solution of 2-tetrahydrothiophenecarboxylic acid chloride (9.60 g.) in diethyl ether (24 ml.) with stirring under ice-cooling and stirred for further 15 minutes at the same temperature. After the mixture was stirred for 1 hour at ambient temperature, nitrogen gas was introduced to remove off diethyl ether. The resultant mixture was extracted with diethyl ether (50 ml.). The extracts were washed with water, dried over ...